Dataset: the Open Reaction Database (ORD), a public repository of structured organic reaction records. Task: describe an organic reaction: reactants, conditions, products, and yield The reactants are ClC1=CC(=CC(=N1)NC1=NC=CC(=C1)C#N)C1CCOCC1 (2-[(6-chloro-4-tetrahydropyran-4-yl-2-pyridyl)amino]pyridine-4-carbonitrile), CB(O)O (methylboronic acid), C([O-])([O-])=O.[K+].[K+] (potassium carbonate). The reagents and catalysts are C1=CC=C(C=C1)P(C2=CC=CC=C2)[C]3[CH][CH][CH][CH]3.C1=CC=C(C=C1)P(C2=CC=CC=C2)[C]3[CH][CH][CH][CH]3.Cl[Pd]Cl.[Fe] ([1,1-bis(diphenylphosphino)ferrocene]dichloropalladium(II)). Reaction conditions: temperature 100 celsius, time 19 hour. Yields the product CC1=CC(=CC(=N1)NC=1C=C(C#N)C=CN1)C1CCOCC1 (2-((6-methyl-4-(tetrahydro-2H-pyran-4-yl)pyridin-2-yl)amino)isonicotinonitrile). Isolated yield 8.6%. RXN SMILES: Cl[C:2]1[N:7]=[C:6]([NH:8][C:9]2[CH:14]=[C:13]([C:15]#[N:16])[CH:12]=[CH:11][N:10]=2)[CH:5]=[C:4]([CH:17]2[CH2:22][CH2:21][O:20][CH2:19][CH2:18]2)[CH:3]=1.[CH3:23]B(O)O.C(=O)([O-])[O-].[K+].[K+]>C1C=CC(P([C]2[CH][CH][CH][CH]2)C2C=CC=CC=2)=CC=1.C1C=CC(P([C]2[CH][CH][CH][CH]2)C2C=CC=CC=2)=CC=1.Cl[Pd]Cl.[Fe]>[CH3:23][C:2]1[N:7]=[C:6]([NH:8][C:9]2[CH:14]=[C:13]([CH:12]=[CH:11][N:10]=2)[C:15]#[N:16])[CH:5]=[C:4]([CH:17]2[CH2:22][CH2:21][O:20][CH2:19][CH2:18]2)[CH:3]=1 |f:2.3.4,5.6.7.8,^1:37,38,39,40,41,55,56,57,58,59|. Reported procedure: A vial was charged with 2-[(6-chloro-4-tetrahydropyran-4-yl-2-pyridyl)amino]pyridine-4-carbonitrile (51.1 mg, 0.162 mmol), [1,1-bis(diphenylphosphino)ferrocene]dichloropalladium(II) (13.5 mg, 10 mol %), methylboronic acid (20.0 mg, 0.325 mmol), and potassium carbonate (68 mg, 0.49 mmol) and purged under nitrogen before the addition of degassed 1,4-dioxane (1.6 mL) and degassed water (0.5 mL). The mixture was stirred at 100° C. for 19 hr and then diluted with CH2Cl2, filtered through Celite and w... Reactants: Cl (HCl), ( 5 ), [Li+].[OH-] (LiOH), C(CCC)[C@@H]1C(N(CC1)[C@H](C(=O)OC)CC=C)=O ((S)-methyl 2-((S)-3-butyl-2-oxopyrrolidin-1-yl)pent-4-enoate), ( 4 ). Run in O (H2O), C1CCOC1 (THF). Conditions: time 3 day. Yields the product C(CCC)[C@@H]1C(N(CC1)[C@H](C(=O)O)CC=C)=O ((S)-2-((S)-3-butyl-2-oxopyrrolidin-1-yl)pent-4-enoic acid). Isolated yield 79.2%. Reaction SMILES: [Li+].[OH-].[CH2:3]([C@H:7]1[CH2:11][CH2:10][N:9]([C@@H:12]([CH2:17][CH:18]=[CH2:19])[C:13]([O:15]C)=[O:14])[C:8]1=[O:20])[CH2:4][CH2:5][CH3:6].Cl>O.C1COCC1>[CH2:3]([C@H:7]1[CH2:11][CH2:10][N:9]([C@@H:12]([CH2:17][CH:18]=[CH2:19])[C:13]([OH:15])=[O:14])[C:8]1=[O:20])[CH2:4][CH2:5][CH3:6] |f:0.1|. Procedure details: Step B (5): A solution of LiOH (2 M, 69 mg, 2.9 mmol) in 1.4 mL of H2O was added to diastereomer A, (S)-methyl 2-((S)-3-butyl-2-oxopyrrolidin-1-yl)pent-4-enoate, (242 mg, 0.96 mmol) from Step B (4) in THF (1.4 mL). The reaction mixture was stirred at room temperature for 3 days. The mixture was poured into 1 N HCl and the aqueous layer was extracted with EtOAc. The combined organic layers were washed with brine, dried over NaSO4 and concentrated in vacuo to give 182 mg of (S)-2-((S)-3-butyl-2-ox...